From a dataset of the Open Reaction Database (ORD), a public repository of structured organic reaction records. describe an organic reaction: reactants, conditions, products, and yield Procedure details: A solution of 140 mg (0.31 mmol) of phosphorus pentasulfide and 500 mg (1.26 mmol) of N-cyclopropyl-3-(difluoromethyl)-5-fluoro-1-methyl-N-[2-(trimethylsilyl)benzyl]-1H-pyrazole-4-carboxamide in 20 ml of dioxane was heated at 100° C. for 2.5 hours. 2 ml of water were then added and the reaction mixture was heated at 100° C. for another 1 hour. The product is C1(CC1)N(C(=S)C=1C(=NN(C1F)C)C(F)F)CC1=C(C=CC=C1)[Si](C)(C)C (N-cyclopropyl-3-(difluoromethyl)-5-fluoro-1-methyl-N-[2-(trimethylsilyl)benzyl]-1H-pyrazole-4-carbothioamide). Solvent: O1CCOCC1 (dioxane). Conditions: temperature 100 celsius. As a reaction SMILES: P12(SP3(SP(SP(S3)(S1)=S)(=S)S2)=S)=[S:2].[CH:15]1([N:18]([CH2:31][C:32]2[CH:37]=[CH:36][CH:35]=[CH:34][C:33]=2[Si:38]([CH3:41])([CH3:40])[CH3:39])[C:19]([C:21]2[C:22]([CH:28]([F:30])[F:29])=[N:23][N:24]([CH3:27])[C:25]=2[F:26])=O)[CH2:17][CH2:16]1.O>O1CCOCC1>[CH:15]1([N:18]([CH2:31][C:32]2[CH:37]=[CH:36][CH:35]=[CH:34][C:33]=2[Si:38]([CH3:41])([CH3:40])[CH3:39])[C:19]([C:21]2[C:22]([CH:28]([F:30])[F:29])=[N:23][N:24]([CH3:27])[C:25]=2[F:26])=[S:2])[CH2:17][CH2:16]1. The reactants are P12(=S)SP3(=S)SP(=S)(S1)SP(=S)(S2)S3 (phosphorus pentasulfide), C1(CC1)N(C(=O)C=1C(=NN(C1F)C)C(F)F)CC1=C(C=CC=C1)[Si](C)(C)C (N-cyclopropyl-3-(difluoromethyl)-5-fluoro-1-methyl-N-[2-(trimethylsilyl)benzyl]-1H-pyrazole-4-carboxamide), O (water). Reactants: COC(=O)c1cc(-c2ccc(C)cc2)cc(N(C)C(=O)C(C)C)c1, CO, Cl, [Na+], [OH-]. Product: Cc1ccc(-c2cc(C(=O)O)cc(N(C)C(=O)C(C)C)c2)cc1. RXN SMILES: [CH3:1][O:2][C:3](=[O:4])[c:5]1[cH:6][c:7](-[c:18]2[cH:19][cH:20][c:21]([CH3:24])[cH:22][cH:23]2)[cH:8][c:9]([N:11]([CH3:12])[C:13]([CH:14]([CH3:15])[CH3:16])=[O:17])[cH:10]1.[CH3:28][OH:29].[ClH:27].[Na+:26].[OH-:25]>>[O:2]=[C:3]([OH:4])[c:5]1[cH:6][c:7](-[c:18]2[cH:19][cH:20][c:21]([CH3:24])[cH:22][cH:23]2)[cH:8][c:9]([N:11]([CH3:12])[C:13]([CH:14]([CH3:15])[CH3:16])=[O:17])[cH:10]1.